Task: describe an organic reaction: reactants, conditions, products, and yield. Dataset: the Open Reaction Database (ORD), a public repository of structured organic reaction records The reactants are C1(C=CCCC1)O (cyclohex-2-enol), NC1=C(C#N)C(=CC=C1)F (2-amino-6-fluorobenzonitrile). Yields the product NC1=C(C#N)C(=CC=C1)OC1C=CCCC1 (2-amino-6-(cyclohex-2-en-1-yloxy)benzonitrile). As a reaction SMILES: [CH:1]1([OH:7])[CH2:6][CH2:5][CH2:4][CH:3]=[CH:2]1.[NH2:8][C:9]1[CH:16]=[CH:15][CH:14]=[C:13](F)[C:10]=1[C:11]#[N:12]>>[NH2:8][C:9]1[CH:16]=[CH:15][CH:14]=[C:13]([O:7][CH:1]2[CH2:6][CH2:5][CH2:4][CH:3]=[CH:2]2)[C:10]=1[C:11]#[N:12]. Reported procedure: Prepared as in Example 22b from cyclohex-2-enol and 2-amino-6-fluorobenzonitrile as a colorless oil (78%). 1H NMR (400 MHz, CDCl3) δ 1.64 (m, 1H), 1.96 (m, 4H), 2.15 (m, 1H), 4.39 (s, 2H), 4.82 (m, 1H), 5.87 (m, 1H), 5.98 (m, 1H), 6.30 (d, 2H), 7.20 (t, 1H). MS 215 (MH+). Reactants: O=C([O-])[O-], CN(C)C=O, COC(=O)c1cc(C)c2nc(C)n(Cc3ccc(O)cc3Cl)c2n1, CCCI, [K+], [K+]. Product: CCCOc1ccc(Cn2c(C)nc3c(C)cc(C(=O)OC)nc32)c(Cl)c1. Reaction SMILES: [C:29](=[O:30])([O-:31])[O-:32].[CH3:35][N:36]([CH3:37])[CH:38]=[O:39].[Cl:1][c:2]1[c:3]([CH2:4][n:5]2[c:6]([CH3:19])[n:7][c:8]3[c:9]2[n:10][c:11]([C:15](=[O:16])[O:17][CH3:18])[cH:12][c:13]3[CH3:14])[cH:20][cH:21][c:22]([OH:24])[cH:23]1.[I:25][CH2:26][CH2:27][CH3:28].[K+:33].[K+:34]>>[Cl:1][c:2]1[c:3]([CH2:4][n:5]2[c:6]([CH3:19])[n:7][c:8]3[c:9]2[n:10][c:11]([C:15](=[O:16])[O:17][CH3:18])[cH:12][c:13]3[CH3:14])[cH:20][cH:21][c:22]([O:24][CH2:26][CH2:27][CH3:28])[cH:23]1. Starting materials: C(C)(=O)O[C@H]1[C@@H](C(O[C@@H]1COC(C1=CC=CC=C1)=O)Br)F (3-O-acetyl-5-O-benzoyl-2-deoxy-2-fluoro-D-arabinofuranosyl bromide), C[Si](OC1=NC=CC(=N1)O[Si](C)(C)C)(C)C (2,4-bis(trimethylsilyloxy)pyrimidine), N1C(=O)NC(=O)C=C1 (uracil), S(=O)(=O)([O-])[O-].[NH4+].[NH4+] (ammonium sulfate). Solvent: C[Si](N[Si](C)(C)C)(C)C (hexa-methyldisilazane). Reaction conditions: time 5 day. Product: C(C)(=O)O[C@H]1[C@@H]([C@@H](O[C@@H]1COC(C1=CC=CC=C1)=O)N1C(=O)NC(=O)C=C1)F (1-(3-O-acetyl-5-O-benzoyl-2-deoxy-2-fluoro-β-D-arabinofuranosyl)uracil). Reaction SMILES: [C:1]([O:4][C@@H:5]1[C@@H:9]([CH2:10][O:11][C:12](=[O:19])[C:13]2[CH:18]=[CH:17][CH:16]=[CH:15][CH:14]=2)[O:8][CH:7](Br)[C@H:6]1[F:21])(=[O:3])[CH3:2].C[Si](C)(C)[O:24][C:25]1[N:30]=[C:29]([O:31][Si](C)(C)C)[CH:28]=[CH:27][N:26]=1.N1C=CC(=O)NC1=O.S([O-])([O-])(=O)=O.[NH4+].[NH4+]>C[Si](C)(C)N[Si](C)(C)C>[C:1]([O:4][C@@H:5]1[C@@H:9]([CH2:10][O:11][C:12](=[O:19])[C:13]2[CH:18]=[CH:17][CH:16]=[CH:15][CH:14]=2)[O:8][C@@H:7]([N:26]2[CH:27]=[CH:28][C:29](=[O:31])[NH:30][C:25]2=[O:24])[C@H:6]1[F:21])(=[O:3])[CH3:2] |f:3.4.5|. Procedure details: A mixture of 3-O-acetyl-5-O-benzoyl-2-deoxy-2-fluoro-D-arabinofuranosyl bromide (11.5 g) and 2,4-bis(trimethylsilyloxy)pyrimidine [prepared by refluxing a mixture of 5 g of uracil and 5-15 mg of ammonium sulfate in 25 ml of hexa-methyldisilazane until a clear solution is obtained followed by removal of the excess hexamethyldisilazane in vacuo] in 150 ml of methylene chloride is stirred for 5 days at room temperature. Methanol (5 ml) is added to the mixture and the suspension is filtered through ... Starting materials: N#CCO, CC(N)C(=O)O. The product is CC(NCC#N)C(=O)O. RXN SMILES: [C:1]([CH2:2][OH:3])#[N:4].[CH3:5][CH:6]([NH2:7])[C:8]([OH:9])=[O:10]>>[C:1]([CH2:2][NH:7][CH:6]([CH3:5])[C:8]([OH:9])=[O:10])#[N:4]. Reactants: OCCCCOCc1ccccc1, CCOC(C)=O, CC(=O)Nc1cccc(-n2c(=O)[nH]c(=O)c3c(Nc4ccc(I)cc4F)n(C)c(=O)c(C)c32)c1, CC(C)OC(=O)N=NC(=O)OC(C)C, C1CCOC1, O, c1ccc(P(c2ccccc2)c2ccccc2)cc1. Product: CC(=O)Nc1cccc(-n2c(=O)n(CCCCOCc3ccccc3)c(=O)c3c(Nc4ccc(I)cc4F)n(C)c(=O)c(C)c32)c1. Reaction SMILES: [CH2:35]([c:36]1[cH:37][cH:38][cH:39][cH:40][cH:41]1)[O:42][CH2:43][CH2:44][CH2:45][CH2:46][OH:47].[CH3:86][CH2:87][O:88][C:89](=[O:90])[CH3:91].[F:1][c:2]1[c:3]([NH:9][c:10]2[n:11]([CH3:34])[c:12](=[O:33])[c:13]([CH3:32])[c:14]3[n:15](-[c:22]4[cH:23][c:24]([NH:28][C:29]([CH3:30])=[O:31])[cH:25][cH:26][cH:27]4)[c:16](=[O:21])[nH:17][c:18](=[O:20])[c:19]23)[cH:4][cH:5][c:6]([I:8])[cH:7]1.[O:67]=[C:68]([O:69][CH:70]([CH3:71])[CH3:72])[N:73]=[N:74][C:75]([O:76][CH:77]([CH3:78])[CH3:79])=[O:80].[O:81]1[CH2:82][CH2:83][CH2:84][CH2:85]1.[OH2:92].[c:48]1([P:49]([c:50]2[cH:51][cH:52][cH:53][cH:54][cH:55]2)[c:56]2[cH:57][cH:58][cH:59][cH:60][cH:61]2)[cH:62][cH:63][cH:64][cH:65][cH:66]1>>[F:1][c:2]1[c:3]([NH:9][c:10]2[n:11]([CH3:34])[c:12](=[O:33])[c:13]([CH3:32])[c:14]3[n:15](-[c:22]4[cH:23][c:24]([NH:28][C:29]([CH3:30])=[O:31])[cH:25][cH:26][cH:27]4)[c:16](=[O:21])[n:17]([CH2:46][CH2:45][CH2:44][CH2:43][O:42][CH2:35][c:36]4[cH:37][cH:38][cH:39][cH:40][cH:41]4)[c:18](=[O:20])[c:19]23)[cH:4][cH:5][c:6]([I:8])[cH:7]1.